Dataset: the Open Reaction Database (ORD), a public repository of structured organic reaction records. Task: describe an organic reaction: reactants, conditions, products, and yield Reactants: O=C([O-])[O-], Cc1ccccc1, COC(=O)c1ncccc1OS(=O)(=O)C(F)(F)F, [K+], [K+], OB(O)c1ccccc1, c1ccc(P(c2ccccc2)(c2ccccc2)[Pd](P(c2ccccc2)(c2ccccc2)c2ccccc2)(P(c2ccccc2)(c2ccccc2)c2ccccc2)P(c2ccccc2)(c2ccccc2)c2ccccc2)cc1. Yields the product COC(=O)c1ncccc1-c1ccccc1. RXN SMILES: [C:19](=[O:20])([O-:21])[O-:22].[CH3:34][c:35]1[cH:36][cH:37][cH:38][cH:39][cH:40]1.[F:1][C:2]([F:3])([F:4])[S:5]([O:6][c:7]1[c:8]([C:13](=[O:14])[O:15][CH3:16])[n:9][cH:10][cH:11][cH:12]1)(=[O:17])=[O:18].[K+:23].[K+:24].[c:25]1([B:31]([OH:32])[OH:33])[cH:26][cH:27][cH:28][cH:29][cH:30]1.[cH:41]1[cH:42][cH:43][c:44]([P:45]([Pd:46]([P:47]([c:48]2[cH:49][cH:50][cH:51][cH:52][cH:53]2)([c:54]2[cH:55][cH:56][cH:57][cH:58][cH:59]2)[c:60]2[cH:61][cH:62][cH:63][cH:64][cH:65]2)([P:66]([c:67]2[cH:68][cH:69][cH:70][cH:71][cH:72]2)([c:73]2[cH:74][cH:75][cH:76][cH:77][cH:78]2)[c:79]2[cH:80][cH:81][cH:82][cH:83][cH:84]2)[P:85]([c:86]2[cH:87][cH:88][cH:89][cH:90][cH:91]2)([c:92]2[cH:93][cH:94][cH:95][cH:96][cH:97]2)[c:98]2[cH:99][cH:100][cH:101][cH:102][cH:103]2)([c:104]2[cH:105][cH:106][cH:107][cH:108][cH:109]2)[c:110]2[cH:111][cH:112][cH:113][cH:114][cH:115]2)[cH:116][cH:117]1>>[c:7]1(-[c:25]2[cH:26][cH:27][cH:28][cH:29][cH:30]2)[c:8]([C:13](=[O:14])[O:15][CH3:16])[n:9][cH:10][cH:11][cH:12]1. Reactants: BrC1=C(C=C(C=NO)C=C1)C (4-bromo-3-methylbenzaldoxime), Cl (hydrochloric acid), Cl[O-].[Na+] (sodium hypochlorite). Run in O1CCCC1 (tetrahydrofuran). Reaction conditions: time 45 minute. Product: BrC1=C(CC(C=NO)(C=C1)Cl)C (4-bromo-1-chloro-3-methylbenzaldoxime). Isolated yield 97.4%. RXN SMILES: [Br:1][C:2]1[CH:10]=[CH:9][C:5]([CH:6]=[N:7][OH:8])=[CH:4][C:3]=1[CH3:11].[ClH:12].Cl[O-].[Na+]>O1CCCC1>[Br:1][C:2]1[CH:10]=[CH:9][C:5]([Cl:12])([CH:6]=[N:7][OH:8])[CH2:4][C:3]=1[CH3:11] |f:2.3|. Procedure: In a solution of 82.0 g of 4-bromo-3-methylbenzaldoxime in 450 ml of tetrahydrofuran, 120.0 g of concentrated hydrochloric acid was added adropwise with stirring under ice cooling over 45 minutes. Then, 220 ml of 8% sodium hypochlorite aqueous solution was carefully added dropwise over 75 minutes so that the temperature of the reaction mixture would not exceed 5° C., after the completion of the addition, continued to stir at 10° C. or less further for 90 minutes. After the completion of the reac...